This data is from the Open Reaction Database (ORD), a public repository of structured organic reaction records. The task is: describe an organic reaction: reactants, conditions, products, and yield The reactants are CCCCCC(=O)c1cccc(OCc2ccc3ccccc3n2)c1, CCCCCC(=O)c1cccc(O)c1, C1CCOC1, CI, [H-], [Na+]. The product is CCCCC(C)C(=O)c1cccc(OCc2ccc3ccccc3n2)c1. RXN SMILES: [C:1]([CH2:2][CH2:3][CH2:4][CH2:5][CH3:6])(=[O:7])[c:8]1[cH:9][c:10]([O:11][CH2:12][c:13]2[n:14][c:15]3[cH:16][cH:17][cH:18][cH:19][c:20]3[cH:21][cH:22]2)[cH:23][cH:24][cH:25]1.[C:26]([c:27]1[cH:28][c:29]([OH:30])[cH:31][cH:32][cH:33]1)(=[O:34])[CH2:35][CH2:36][CH2:37][CH2:38][CH3:39].[CH2:44]1[O:45][CH2:46][CH2:47][CH2:48]1.[CH3:42][I:43].[H-:40].[Na+:41]>>[C:1]([CH:2]([CH2:3][CH2:4][CH2:5][CH3:6])[CH3:26])(=[O:7])[c:8]1[cH:9][c:10]([O:11][CH2:12][c:13]2[n:14][c:15]3[cH:16][cH:17][cH:18][cH:19][c:20]3[cH:21][cH:22]2)[cH:23][cH:24][cH:25]1. The reactants are Cl.COC(CNCC(=O)OC)=O (iminodiacetic acid dimethylester hydrochloride salt), C(C)(C)N(C(C)C)CC (N,N-diisopropyl-ethylamine), BrCCCBr (1,3-dibromopropane). Solvent: C1(=CC=CC=C1)C (toluene). Reaction conditions: temperature 90 celsius, time 16 hour. The product is BrCCCN(CC(=O)OC)CC(=O)OC (Dimethyl N-(3-Bromopropyl)iminodiacetate). Reaction SMILES: Cl.[CH3:2][O:3][C:4](=[O:12])[CH2:5][NH:6][CH2:7][C:8]([O:10][CH3:11])=[O:9].C(N(CC)C(C)C)(C)C.[Br:22][CH2:23][CH2:24][CH2:25]Br>C1(C)C=CC=CC=1>[Br:22][CH2:23][CH2:24][CH2:25][N:6]([CH2:5][C:4]([O:3][CH3:2])=[O:12])[CH2:7][C:8]([O:10][CH3:11])=[O:9] |f:0.1|. Reported procedure: A mixture of 1 mmol iminodiacetic acid dimethylester hydrochloride salt, 5 mmol N,N-diisopropyl-ethylamine and 3 mmol 1,3-dibromopropane in 2 mL toluene was stirred at 90° C. for 16 h and then chromatographed to provide the title compound as an oil. Starting materials: CO, CCSc1c(C(=O)NC2C3CC4CC(C3)CC2C4)cnn1-c1ccc(C(=O)OC)cc1, [Na+], [OH-]. Product: CCSc1c(C(=O)NC2C3CC4CC(C3)CC2C4)cnn1-c1ccc(C(=O)O)cc1. As a reaction SMILES: [CH3:34][OH:35].[CH:3]12[CH:4]([NH:13][C:14](=[O:15])[c:16]3[cH:17][n:18][n:19](-[c:24]4[cH:25][cH:26][c:27]([C:28](=[O:29])[O:30][CH3:31])[cH:32][cH:33]4)[c:20]3[S:21][CH2:22][CH3:23])[CH:5]3[CH2:6][CH:7]([CH2:8][CH:9]([CH2:10]1)[CH2:11]3)[CH2:12]2.[Na+:2].[OH-:1]>>[CH:3]12[CH:4]([NH:13][C:14](=[O:15])[c:16]3[cH:17][n:18][n:19](-[c:24]4[cH:25][cH:26][c:27]([C:28](=[O:29])[OH:30])[cH:32][cH:33]4)[c:20]3[S:21][CH2:22][CH3:23])[CH:5]3[CH2:6][CH:7]([CH2:8][CH:9]([CH2:10]1)[CH2:11]3)[CH2:12]2. Starting materials: O=C([O-])[O-], NC(=O)C1CC(n2cc(I)c3c(N)ncnc32)C1, [Na+], [Na+], CN(C)C=O, O, CC1(C)OB(c2ccc3ccc(-c4ccccc4)nc3c2)OC1(C)C, c1ccc(P(c2ccccc2)(c2ccccc2)[Pd](P(c2ccccc2)(c2ccccc2)c2ccccc2)(P(c2ccccc2)(c2ccccc2)c2ccccc2)P(c2ccccc2)(c2ccccc2)c2ccccc2)cc1. Product: NC(=O)C1CC(n2cc(-c3ccc4ccc(-c5ccccc5)nc4c3)c3c(N)ncnc32)C1. RXN SMILES: [C:44](=[O:45])([O-:46])[O-:47].[NH2:1][c:2]1[c:3]2[c:4]([n:5][cH:6][n:7]1)[n:8]([CH:12]1[CH2:13][CH:14]([C:16](=[O:17])[NH2:18])[CH2:15]1)[cH:9][c:10]2[I:11].[Na+:48].[Na+:49].[O:50]=[CH:51][N:52]([CH3:53])[CH3:54].[OH2:132].[c:19]1(-[c:25]2[n:26][c:27]3[cH:28][c:29]([B:35]4[O:36][C:37]([CH3:38])([CH3:39])[C:40]([CH3:41])([CH3:42])[O:43]4)[cH:30][cH:31][c:32]3[cH:33][cH:34]2)[cH:20][cH:21][cH:22][cH:23][cH:24]1.[cH:55]1[cH:56][cH:57][c:58]([P:59]([Pd:60]([P:61]([c:62]2[cH:63][cH:64][cH:65][cH:66][cH:67]2)([c:68]2[cH:69][cH:70][cH:71][cH:72][cH:73]2)[c:74]2[cH:75][cH:76][cH:77][cH:78][cH:79]2)([P:80]([c:81]2[cH:82][cH:83][cH:84][cH:85][cH:86]2)([c:87]2[cH:88][cH:89][cH:90][cH:91][cH:92]2)[c:93]2[cH:94][cH:95][cH:96][cH:97][cH:98]2)[P:99]([c:100]2[cH:101][cH:102][cH:103][cH:104][cH:105]2)([c:106]2[cH:107][cH:108][cH:109][cH:110][cH:111]2)[c:112]2[cH:113][cH:114][cH:115][cH:116][cH:117]2)([c:118]2[cH:119][cH:120][cH:121][cH:122][cH:123]2)[c:124]2[cH:125][cH:126][cH:127][cH:128][cH:129]2)[cH:130][cH:131]1>>[NH2:1][c:2]1[c:3]2[c:4]([n:5][cH:6][n:7]1)[n:8]([CH:12]1[CH2:13][CH:14]([C:16](=[O:17])[NH2:18])[CH2:15]1)[cH:9][c:10]2-[c:29]1[cH:28][c:27]2[n:26][c:25](-[c:19]3[cH:20][cH:21][cH:22][cH:23][cH:24]3)[cH:34][cH:33][c:32]2[cH:31][cH:30]1. Starting materials: CI, Cc1ccccc1, OCCCCSc1ccc(Cl)cc1, [H-], [H][H], [Na+]. Product: COCCCCSc1ccc(Cl)cc1. As a reaction SMILES: [CH3:18][I:19].[CH3:20][c:21]1[cH:22][cH:23][cH:24][cH:25][cH:26]1.[Cl:3][c:4]1[cH:5][cH:6][c:7]([S:10][CH2:11][CH2:12][CH2:13][CH2:14][OH:15])[cH:8][cH:9]1.[H-:1].[H:16][H:17].[Na+:2]>>[Cl:3][c:4]1[cH:5][cH:6][c:7]([S:10][CH2:11][CH2:12][CH2:13][CH2:14][O:15][CH3:18])[cH:8][cH:9]1. Starting materials: ice, C(C1=CC=CC=C1)OC1=C(C=CC(=C1C(F)(F)F)OCC1=CC=CC=C1)C(C(C)C)=O (1-(2,4-bis-benzyloxy-3-trifluoromethyl-phenyl)-2-methyl-propan-1-one), CSC (dimethyl sulfide), CS(=O)(=O)O (methanesulfonic acid). Conditions: temperature 33 celsius. The product is OC1=C(C=CC(=C1C(F)(F)F)O)C(C(C)C)=O (1-(2,4-dihydroxy-3-trifluoromethyl-phenyl)-2-methyl-propan-1-one). Isolated yield 69.2%. As a reaction SMILES: C([O:8][C:9]1[C:14]([C:15]([F:18])([F:17])[F:16])=[C:13]([O:19]CC2C=CC=CC=2)[CH:12]=[CH:11][C:10]=1[C:27](=[O:31])[CH:28]([CH3:30])[CH3:29])C1C=CC=CC=1.CSC.CS(O)(=O)=O>>[OH:8][C:9]1[C:14]([C:15]([F:16])([F:17])[F:18])=[C:13]([OH:19])[CH:12]=[CH:11][C:10]=1[C:27](=[O:31])[CH:28]([CH3:29])[CH3:30]. Procedure: Stir 1-(2,4-bis-benzyloxy-3-trifluoromethyl-phenyl)-2-methyl-propan-1-one (1460 g, 3.07 mol) in dimethyl sulfide (8 L, 108.81 mol), treat with methanesulfonic acid (2.5 L, 38.13 mol), then gently reflux overnight. Cool mixture to 33° C. and treat with cracked ice (˜6 Kg) at such a rate as to keep the mixture below reflux. Transfer mixture to a separatory funnel, separate layers, and extract water layer with ethyl acetate (6 L). Wash organic layers with water (4 L), saturated sodium chloride solu...